Dataset: the Open Reaction Database (ORD), a public repository of structured organic reaction records. Task: describe an organic reaction: reactants, conditions, products, and yield Starting materials: CC(=O)O[BH-](OC(C)=O)OC(C)=O, CCc1nc2ccccc2n1-c1nc(N2CCOCC2)c2nc(C=O)n(C)c2n1, CC1(C)CN(S(C)(=O)=O)CCN1, [Na+]. The product is CCc1nc2ccccc2n1-c1nc(N2CCOCC2)c2nc(CN3CCN(S(C)(=O)=O)CC3(C)C)n(C)c2n1. RXN SMILES: [C:42]([O:43][BH-:44]([O:45][C:46](=[O:47])[CH3:48])[O:49][C:50](=[O:51])[CH3:52])(=[O:53])[CH3:54].[CH2:1]([CH3:2])[c:3]1[n:4][c:5]2[c:6]([n:7]1-[c:8]1[n:9][c:10]([N:20]3[CH2:21][CH2:22][O:23][CH2:24][CH2:25]3)[c:11]3[n:12][c:13]([CH:18]=[O:19])[n:14]([CH3:17])[c:15]3[n:16]1)[cH:26][cH:27][cH:28][cH:29]2.[CH3:30][S:31](=[O:32])(=[O:33])[N:34]1[CH2:35][C:36]([CH3:40])([CH3:41])[NH:37][CH2:38][CH2:39]1.[Na+:55]>>[CH2:1]([CH3:2])[c:3]1[n:4][c:5]2[c:6]([n:7]1-[c:8]1[n:9][c:10]([N:20]3[CH2:21][CH2:22][O:23][CH2:24][CH2:25]3)[c:11]3[n:12][c:13]([CH2:18][N:37]4[C:36]([CH3:40])([CH3:41])[CH2:35][N:34]([S:31]([CH3:30])(=[O:32])=[O:33])[CH2:39][CH2:38]4)[n:14]([CH3:17])[c:15]3[n:16]1)[cH:26][cH:27][cH:28][cH:29]2. Reactants: C1COCCO1, CC(C)(C)N(C(=O)[O-])C1CCN(CC2Cn3c(=O)ccc4ncc(F)c2c43)CC1O, CC(=O)O, Cl. Product: NC1CCN(CC2Cn3c(=O)ccc4ncc(F)c2c43)CC1O. RXN SMILES: [CH2:36]1[O:37][CH2:38][CH2:39][O:40][CH2:41]1.[CH3:1][C:2]([N:5]([C:3](=[O:4])[O-:6])[CH:9]1[CH:10]([OH:30])[CH2:11][N:12]([CH2:15][CH:16]2[CH2:17][n:18]3[c:19]4[c:20]2[c:21]([F:29])[cH:22][n:23][c:24]4[cH:25][cH:26][c:27]3=[O:28])[CH2:13][CH2:14]1)([CH3:7])[CH3:8].[CH3:32][C:33](=[O:34])[OH:35].[ClH:31]>>[NH2:5][CH:9]1[CH:10]([OH:30])[CH2:11][N:12]([CH2:15][CH:16]2[CH2:17][n:18]3[c:19]4[c:20]2[c:21]([F:29])[cH:22][n:23][c:24]4[cH:25][cH:26][c:27]3=[O:28])[CH2:13][CH2:14]1. Starting materials: ClC1=CC=C(C=C1)C1=C(CCCC1)C(=O)OCC (ethyl 2-(4-chlorophenyl)cyclohex-1-enecarboxylate), [H-].[H-].[H-].[H-].[Li+].[Al+3] (LiAlH4), Cl (HCl). The solvent is CCOCC (ether). Conditions: time 4 hour. The product is ClC1=CC=C(C=C1)C1=C(CCCC1)CO ((2-(4-chlorophenyl)cyclohex-1-enyl)methanol). Reaction SMILES: [Cl:1][C:2]1[CH:7]=[CH:6][C:5]([C:8]2[CH2:13][CH2:12][CH2:11][CH2:10][C:9]=2[C:14](OCC)=[O:15])=[CH:4][CH:3]=1.[H-].[H-].[H-].[H-].[Li+].[Al+3].Cl>CCOCC>[Cl:1][C:2]1[CH:3]=[CH:4][C:5]([C:8]2[CH2:13][CH2:12][CH2:11][CH2:10][C:9]=2[CH2:14][OH:15])=[CH:6][CH:7]=1 |f:1.2.3.4.5.6|. Procedure details: To a solution of Example 8B (1.6 g, 6.38 mmol) in ether (20 mL) was added LiAlH4 (1.2 g, 32 mmol). The mixture was stirred at room temperature for four hours. The mixture was acidified carefully with 5% HCl and extracted with ethyl acetate (100 mL×3) and washed with water, brine and dried over Na2SO4. After evaporation, the crude product was loaded on a column and eluted with 10% ethyl acetate in hexane to give title compound. Starting materials: O=C1C=CCCC1, C[Si](C)(C)Cl, CCOC(C)=O, COc1cccc(C[Mg+])c1, [Cl-], C1CCOC1. Product: COc1cccc(CC2CCCC(=O)C2)c1. RXN SMILES: [C:12]1(=[O:18])[CH:13]=[CH:14][CH2:15][CH2:16][CH2:17]1.[CH3:19][Si:20]([Cl:21])([CH3:22])[CH3:23].[CH3:24][CH2:25][O:26][C:27](=[O:28])[CH3:29].[CH3:2][O:3][c:4]1[cH:5][c:6]([CH2:7][Mg+:8])[cH:9][cH:10][cH:11]1.[Cl-:1].[O:30]1[CH2:31][CH2:32][CH2:33][CH2:34]1>>[CH3:2][O:3][c:4]1[cH:5][c:6]([CH2:7][CH:14]2[CH2:13][C:12](=[O:18])[CH2:17][CH2:16][CH2:15]2)[cH:9][cH:10][cH:11]1. Reactants: ClC1=CC=C(C(=O)N(CCCC(=O)O)CCC2=CC(OC)=C(OC)C=C2)C=C1 (N-(p-chlorobenzoyl)-4-homoveratrylaminobutyric acid), NCCCC(=O)OC (methyl 4-aminobutyrate), [OH-].[K+] (potassium hydroxide). Solvent: C(C)O (ethanol). Reaction conditions: time 12 hour. The product is ClC1=CC=C(C(=O)N(CCCC(=O)NCCCC(=O)O)CCC2=CC(OC)=C(OC)C=C2)C=C1 (N-[N-(p-chlorobenzoyl)-4-(homoveratrylamino)butyryl]-4-aminobutyric acid). Reaction SMILES: [Cl:1][C:2]1[CH:28]=[CH:27][C:5]([C:6]([N:8]([CH2:15][CH2:16][C:17]2[CH:26]=[CH:25][C:22]([O:23][CH3:24])=[C:19]([O:20][CH3:21])[CH:18]=2)[CH2:9][CH2:10][CH2:11][C:12](O)=[O:13])=[O:7])=[CH:4][CH:3]=1.[NH2:29][CH2:30][CH2:31][CH2:32][C:33]([O:35]C)=[O:34].[OH-].[K+]>C(O)C>[Cl:1][C:2]1[CH:28]=[CH:27][C:5]([C:6]([N:8]([CH2:15][CH2:16][C:17]2[CH:26]=[CH:25][C:22]([O:23][CH3:24])=[C:19]([O:20][CH3:21])[CH:18]=2)[CH2:9][CH2:10][CH2:11][C:12]([NH:29][CH2:30][CH2:31][CH2:32][C:33]([OH:35])=[O:34])=[O:13])=[O:7])=[CH:4][CH:3]=1 |f:2.3|. Procedure details: Analogously to Example 1, by using equivalent quantities, reacting N-(p-chlorobenzoyl)-4-homoveratrylaminobutyric acid and methyl 4-aminobutyrate and suitable processing, dissolving the evaporation residue in ethanol, adding an ethanolic solution of potassium hydroxide, stirring for 12 hours at room temperature and further processing yields N-[N-(p-chlorobenzoyl)-4-(homoveratrylamino)butyryl]-4-aminobutyric acid.